Task: describe an organic reaction: reactants, conditions, products, and yield. Dataset: the Open Reaction Database (ORD), a public repository of structured organic reaction records The reactants are C1CCOC1, C#CC(C)=O, CC(C)NC(C)C, Clc1cc(Cl)cc(I)c1, Cl[Pd]Cl, c1ccc(P(c2ccccc2)c2ccccc2)cc1, c1ccc(P(c2ccccc2)c2ccccc2)cc1. The product is CC(=O)C#Cc1cc(Cl)cc(Cl)c1. As a reaction SMILES: [CH2:22]1[O:23][CH2:24][CH2:25][CH2:26]1.[CH3:10][C:11]([C:12]#[CH:13])=[O:14].[CH:15]([NH:16][CH:17]([CH3:18])[CH3:19])([CH3:20])[CH3:21].[Cl:1][c:2]1[cH:3][c:4]([Cl:9])[cH:5][c:6]([I:8])[cH:7]1.[Pd:27]([Cl:28])[Cl:29].[c:30]1([P:31]([c:32]2[cH:33][cH:34][cH:35][cH:36][cH:37]2)[c:38]2[cH:39][cH:40][cH:41][cH:42][cH:43]2)[cH:44][cH:45][cH:46][cH:47][cH:48]1.[c:49]1([P:50]([c:51]2[cH:52][cH:53][cH:54][cH:55][cH:56]2)[c:57]2[cH:58][cH:59][cH:60][cH:61][cH:62]2)[cH:63][cH:64][cH:65][cH:66][cH:67]1>>[Cl:1][c:2]1[cH:3][c:4]([Cl:9])[cH:5][c:6]([C:13]#[C:12][C:11]([CH3:10])=[O:14])[cH:7]1. Reactants: FC(C(=O)O)(F)F (trifluoroacetic acid), CC(C)(OC(=O)N1CCC(CC1)CC=1C=NC=CC1)C (1-(1,1-dimethylethyloxycarbonyl)-4-(3-pyridylmethyl)piperidine), [OH-].[Na+] (sodium hydroxide). Solvent: C(Cl)(Cl)Cl (chloroform). Run at time 1 hour. Yields the product N1=CC(=CC=C1)CC1CCNCC1 (4-(3-Pyridylmethyl)piperidine). The yield is 94.4%. As a reaction SMILES: CC(C)(OC([N:7]1[CH2:12][CH2:11][CH:10]([CH2:13][C:14]2[CH:15]=[N:16][CH:17]=[CH:18][CH:19]=2)[CH2:9][CH2:8]1)=O)C.FC(F)(F)C(O)=O.[OH-].[Na+]>C(Cl)(Cl)Cl>[N:16]1[CH:17]=[CH:18][CH:19]=[C:14]([CH2:13][CH:10]2[CH2:11][CH2:12][NH:7][CH2:8][CH2:9]2)[CH:15]=1 |f:2.3|. Procedure details: A solution of 1-(1,1-dimethylethyloxycarbonyl)-4-(3-pyridylmethyl)piperidine (500 mg, 1.80 mmol) in chloroform (14 mL) was cooled to 0° C. and treated with trifluoroacetic acid (5 mL, 65.14 mmol). The resulting mixture was stirred for 1 h and then made basic by addition of aqueous sodium hydroxide. The organic extracts were separated and the aqueous was reextracted three more times with chloroform. The chloroform extracts were combined, dried over sodium sulfate, filtered and concentrated on a r... Starting materials: C1CCOC1, CCOP(=O)(Cc1ccc(C(=O)O)cc1)OCC. Yields the product CCOP(=O)(Cc1ccc(CO)cc1)OCC. RXN SMILES: [CH2:19]1[O:20][CH2:21][CH2:22][CH2:23]1.[CH2:1]([CH3:2])[O:3][P:4](=[O:5])([O:6][CH2:7][CH3:8])[CH2:9][c:10]1[cH:11][cH:12][c:13]([C:14](=[O:15])[OH:16])[cH:17][cH:18]1>>[CH2:1]([CH3:2])[O:3][P:4](=[O:5])([O:6][CH2:7][CH3:8])[CH2:9][c:10]1[cH:11][cH:12][c:13]([CH2:14][OH:15])[cH:17][cH:18]1. The product is O=C(CC(NS(=O)(=O)c1cccc(C(F)(F)F)c1)c1ccc(F)cc1)NC1CCCc2nc(CCO)ncc21. RXN SMILES: [CH2:51]([Cl:52])[CH2:53][Cl:54].[F:1][c:2]1[cH:3][cH:4][c:5]([CH:8]([CH2:9][C:10](=[O:11])[OH:12])[NH:13][S:14](=[O:15])(=[O:16])[c:17]2[cH:18][c:19]([C:23]([F:24])([F:25])[F:26])[cH:20][cH:21][cH:22]2)[cH:6][cH:7]1.[NH2:27][CH:28]1[c:29]2[cH:30][n:31][c:32]([CH2:38][CH2:39][OH:40])[n:33][c:34]2[CH2:35][CH2:36][CH2:37]1.[O:55]=[CH:56][N:57]([CH3:58])[CH3:59].[OH:41][n:42]1[c:43]2[c:44]([cH:45][cH:46][cH:47][cH:48]2)[n:49][n:50]1>>[F:1][c:2]1[cH:3][cH:4][c:5]([CH:8]([CH2:9][C:10](=[O:12])[NH:27][CH:28]2[c:29]3[cH:30][n:31][c:32]([CH2:38][CH2:39][OH:40])[n:33][c:34]3[CH2:35][CH2:36][CH2:37]2)[NH:13][S:14](=[O:15])(=[O:16])[c:17]2[cH:18][c:19]([C:23]([F:24])([F:25])[F:26])[cH:20][cH:21][cH:22]2)[cH:6][cH:7]1. Starting materials: ClCCCl, O=C(O)CC(NS(=O)(=O)c1cccc(C(F)(F)F)c1)c1ccc(F)cc1, NC1CCCc2nc(CCO)ncc21, CN(C)C=O, On1nnc2ccccc21. Starting materials: ClC=1C=CC(=C(C1)C1=NN(C=C1NC(=O)C=1C=NN2C1N=CC=C2)CCNCCSC)OC(F)F (N-[3-[5-chloro-2-(difluoromethoxy)phenyl]-1-(2-[[2-(methylsulfanyl)ethyl]amino]ethyl)-1H-pyrazol-4-yl]pyrazolo[1,5-a]pyrimidine-3-carboxamide), BrCCN1N=C(C(=C1)NC(=O)C=1C=NN2C1N=CC=C2)C2=C(C=CC(=C2)Cl)OC(F)F (N-[1-(2-bromoethyl)-3-[5-chloro-2-(difluoromethoxy)phenyl]-1H-pyrazol-4-yl]pyrazolo[1,5-a]pyrimidine-3-carboxamide), C1(=CC=CC=C1)CN (phenylmethanamine). Product: C(C1=CC=CC=C1)NCCN1N=C(C(=C1)NC(=O)C=1C=NN2C1N=CC=C2)C2=C(C=CC(=C2)Cl)OC(F)F (N-[1-[2-(benzylamino)ethyl]-3-[5-chloro-2-(difluoromethoxy)phenyl]-1H-pyrazol-4-yl]pyrazolo[1,5-a]pyrimidine-3-carboxamide). As a reaction SMILES: [Cl:1][C:2]1[CH:3]=[CH:4][C:5]([O:32][CH:33]([F:35])[F:34])=[C:6]([C:8]2[C:12]([NH:13][C:14]([C:16]3[CH:17]=[N:18][N:19]4[CH:24]=[CH:23][CH:22]=[N:21][C:20]=34)=[O:15])=[CH:11][N:10]([CH2:25][CH2:26][NH:27][CH2:28][CH2:29]SC)[N:9]=2)[CH:7]=1.BrCCN1[CH:43]=[C:42](NC(C2C=NN3C=CC=NC=23)=O)[C:41]([C:56]2C=C(Cl)C=C[C:57]=2OC(F)F)=N1.C1(CN)C=CC=CC=1>>[CH2:28]([NH:27][CH2:26][CH2:25][N:10]1[CH:11]=[C:12]([NH:13][C:14]([C:16]2[CH:17]=[N:18][N:19]3[CH:24]=[CH:23][CH:22]=[N:21][C:20]=23)=[O:15])[C:8]([C:6]2[CH:7]=[C:2]([Cl:1])[CH:3]=[CH:4][C:5]=2[O:32][CH:33]([F:35])[F:34])=[N:9]1)[C:29]1[CH:57]=[CH:56][CH:41]=[CH:42][CH:43]=1. Procedure: Using synthetic method analogous to that of N-[3-[5-chloro-2-(difluoromethoxy)phenyl]-1-(2-[[2-(methylsulfanyl)ethyl]amino]ethyl)-1H-pyrazol-4-yl]pyrazolo[1,5-a]pyrimidine-3-carboxamide, the title compound was prepared from N-[1-(2-bromoethyl)-3-[5-chloro-2-(difluoromethoxy)phenyl]-1H-pyrazol-4-yl]pyrazolo[1,5-a]pyrimidine-3-carboxamide and phenylmethanamine. LCMS (Method 20) [M+H]+=538.2, RT=2.70 min. 1H NMR (400 MHz, DMSO-d6) δ: (ppm) 9.84 (s, 1H), 9.34 (dd, 1H, J=1.6, 6.8 Hz), 8.67 (dd, 1H, J... The reactants are CCC(C=O)CC, O=C(Nc1ccc(Cl)cn1)c1ccccc1NC(=O)C1CCNCC1, O=C(O)C(F)(F)F. Product: CCC(CC)CN1CCC(C(=O)Nc2ccccc2C(=O)Nc2ccc(Cl)cn2)CC1. RXN SMILES: [CH2:33]([CH3:34])[CH:35]([CH:36]=[O:37])[CH2:38][CH3:39].[Cl:8][c:9]1[cH:10][cH:11][c:12]([NH:15][C:16]([c:17]2[c:18]([NH:23][C:24](=[O:25])[CH:26]3[CH2:27][CH2:28][NH:29][CH2:30][CH2:31]3)[cH:19][cH:20][cH:21][cH:22]2)=[O:32])[n:13][cH:14]1.[F:1][C:2]([F:3])([F:4])[C:5]([OH:6])=[O:7]>>[Cl:8][c:9]1[cH:10][cH:11][c:12]([NH:15][C:16]([c:17]2[c:18]([NH:23][C:24](=[O:25])[CH:26]3[CH2:27][CH2:28][N:29]([CH2:36][CH:35]([CH2:33][CH3:34])[CH2:38][CH3:39])[CH2:30][CH2:31]3)[cH:19][cH:20][cH:21][cH:22]2)=[O:32])[n:13][cH:14]1.